Dataset: the Open Reaction Database (ORD), a public repository of structured organic reaction records. Task: describe an organic reaction: reactants, conditions, products, and yield Reactants: CCC(C(=O)[O-])n1nc(-c2ccc(S(C)(=O)=O)cc2)c(-c2ccc(F)cc2)c1C(F)(F)F, [Li+], C1CCOC1, [OH-]. The product is CS(=O)(=O)c1ccc(-c2nn(CC(=O)O)c(C(F)(F)F)c2-c2ccc(F)cc2)cc1. RXN SMILES: [CH2:1]([CH3:2])[CH:3]([C:4](=[O:5])[O-:6])[n:7]1[n:8][c:9](-[c:23]2[cH:24][cH:25][c:26]([S:29](=[O:30])(=[O:31])[CH3:32])[cH:27][cH:28]2)[c:10](-[c:16]2[cH:17][cH:18][c:19]([F:22])[cH:20][cH:21]2)[c:11]1[C:12]([F:13])([F:14])[F:15].[Li+:33].[O:35]1[CH2:36][CH2:37][CH2:38][CH2:39]1.[OH-:34]>>[CH2:3]([C:4](=[O:5])[OH:6])[n:7]1[n:8][c:9](-[c:23]2[cH:24][cH:25][c:26]([S:29](=[O:30])(=[O:31])[CH3:32])[cH:27][cH:28]2)[c:10](-[c:16]2[cH:17][cH:18][c:19]([F:22])[cH:20][cH:21]2)[c:11]1[C:12]([F:13])([F:14])[F:15]. The reactants are FC1=C(C=C(C=C1)C1CNCCC1)OC (3-(4-fluoro-3-methoxyphenyl)piperidine), C1(=CC=CC=C1)CCC(=O)Cl (3-phenylpropionyl chloride), [H-].[Al+3].[Li+].[H-].[H-].[H-] (lithium aluminum hydride). Solvent: O1CCCC1 (tetrahydrofuran), C1(=CC=CC=C1)C (toluene). Yields the product C1(=CC=CC=C1)CCCN1CC(CCC1)C1=CC(=C(C=C1)F)OC (1-(3-Phenylpropyl)-3-(4-fluoro-3-methoxyphenyl)piperidine). Isolated yield 95.8%. As a reaction SMILES: [F:1][C:2]1[CH:7]=[CH:6][C:5]([CH:8]2[CH2:13][CH2:12][CH2:11][NH:10][CH2:9]2)=[CH:4][C:3]=1[O:14][CH3:15].[C:16]1([CH2:22][CH2:23][C:24](Cl)=O)[CH:21]=[CH:20][CH:19]=[CH:18][CH:17]=1.[H-].[Al+3].[Li+].[H-].[H-].[H-]>C1(C)C=CC=CC=1.O1CCCC1>[C:16]1([CH2:22][CH2:23][CH2:24][N:10]2[CH2:11][CH2:12][CH2:13][CH:8]([C:5]3[CH:6]=[CH:7][C:2]([F:1])=[C:3]([O:14][CH3:15])[CH:4]=3)[CH2:9]2)[CH:21]=[CH:20][CH:19]=[CH:18][CH:17]=1 |f:2.3.4.5.6.7|. Procedure: The title compound was prepared by acylation of 995 mg (4.75 mmole) of the 3-(4-fluoro-3-methoxyphenyl)piperidine from Preparation 8, Part B, with 1.2 g (7.13 mmole) of 3-phenylpropionyl chloride in toluene, followed by reduction with 831 mg (21.9 mmole) of lithium aluminum hydride in tetrahydrofuran, substantially according to the procedure of Preparation 3. This afforded 1.49 g (96% yield) of the title compound. Starting materials: OCC1CCC=CO1, Cc1ccc(S(=O)(=O)Cl)cc1, c1ccncc1. Product: Cc1ccc(S(=O)(=O)OCC2CCC=CO2)cc1. RXN SMILES: [OH:1][CH2:2][CH:3]1[O:4][CH:5]=[CH:6][CH2:7][CH2:8]1.[S:9](=[O:10])(=[O:11])([c:12]1[cH:13][cH:14][c:15]([CH3:16])[cH:17][cH:18]1)[Cl:19].[cH:20]1[cH:21][cH:22][n:23][cH:24][cH:25]1>>[O:1]([CH2:2][CH:3]1[O:4][CH:5]=[CH:6][CH2:7][CH2:8]1)[S:9](=[O:10])(=[O:11])[c:12]1[cH:13][cH:14][c:15]([CH3:16])[cH:17][cH:18]1. The reactants are C1CCOC1, Cc1ncccc1-c1nc(C(F)(F)F)cn1-c1ccc(S(=O)(=O)CC[Si](C)(C)C)cc1, CC(=O)[O-], CCOC(C)=O, NOS(=O)(=O)O, [Na+], O. Yields the product Cc1ncccc1-c1nc(C(F)(F)F)cn1-c1ccc(S(N)(=O)=O)cc1. RXN SMILES: [CH2:49]1[O:50][CH2:51][CH2:52][CH2:53]1.[CH3:1][c:2]1[n:3][cH:4][cH:5][cH:6][c:7]1-[c:8]1[n:9](-[c:17]2[cH:18][cH:19][c:20]([S:23](=[O:24])(=[O:25])[CH2:26][CH2:27][Si:28]([CH3:29])([CH3:30])[CH3:31])[cH:21][cH:22]2)[cH:10][c:11]([C:13]([F:14])([F:15])[F:16])[n:12]1.[CH3:33][C:34](=[O:35])[O-:36].[CH3:43][CH2:44][O:45][C:46](=[O:47])[CH3:48].[NH2:37][O:38][S:39]([OH:40])(=[O:41])=[O:42].[Na+:32].[OH2:54]>>[CH3:1][c:2]1[n:3][cH:4][cH:5][cH:6][c:7]1-[c:8]1[n:9](-[c:17]2[cH:18][cH:19][c:20]([S:23](=[O:24])(=[O:25])[NH2:37])[cH:21][cH:22]2)[cH:10][c:11]([C:13]([F:14])([F:15])[F:16])[n:12]1. The reactants are C(#C)C=1C=C(C=CC1)O (3-Ethynylphenol), ClCCN(C)C (2-chloro-N,N-dimethylethanamine), C([O-])([O-])=O.[Cs+].[Cs+] (Cesium carbonate). The solvent is CN(C=O)C (dimethyl formamide). Conditions: temperature 65 celsius. Product: C(#C)C=1C=C(OCCN(C)C)C=CC1 (2-(3-ethynylphenoxy)-N,N-dimethylethanamine). Isolated yield 31.7%. RXN SMILES: [C:1]([C:3]1[CH:4]=[C:5]([OH:9])[CH:6]=[CH:7][CH:8]=1)#[CH:2].Cl[CH2:11][CH2:12][N:13]([CH3:15])[CH3:14].C(=O)([O-])[O-].[Cs+].[Cs+]>CN(C)C=O>[C:1]([C:3]1[CH:4]=[C:5]([CH:6]=[CH:7][CH:8]=1)[O:9][CH2:11][CH2:12][N:13]([CH3:15])[CH3:14])#[CH:2] |f:2.3.4|. Reported procedure: 3-Ethynylphenol (1.18 g, 10 mmol), 2-chloro-N,N-dimethylethanamine (1.44 g, 10 mmol), Cesium carbonate (7.0 g, 21 mmol) was dissolved in dimethyl formamide (20 mL) and the mixture was heated to 65° C. for 1 h. The mixture was cooled to RT and the partitioned between water and dichloromethane. The organic layer was separated, washed with 2N NaOH and then extracted with 1N HCl. The HCl solution was then neutralized with aqueous NaOH and extracted with dichloromethane. The organic layer was dried a... The reactants are resultant mixture, ClS(=O)(=O)C1=CC=C(C=C1)C1=NC2=CC=C(C=C2CC1(C)C)C(=O)OC (methyl 2-(4-(chlorosulfonyl)phenyl)-3,3-dimethyl-3,4-dihydroquinoline-6-carboxylate), Cl.CN (methylamine hydrochloride), C(C)(C)N(C(C)C)CC (N,N-diisopropyl ethylamine). Run in ClCCl (dichloromethane), ClCCl (dichloromethane). Conditions: time 10 hour. Yields the product CC1(C(=NC2=CC=C(C=C2C1)C(=O)OC)C1=CC=C(C=C1)S(NC)(=O)=O)C (methyl 3,3-dimethyl-2-(4-(N-methylsulfamoyl)phenyl)-3,4-dihydroquinoline-6-carboxylate). Yield: 49.2%. Reaction SMILES: Cl[S:2]([C:5]1[CH:10]=[CH:9][C:8]([C:11]2[C:20]([CH3:22])([CH3:21])[CH2:19][C:18]3[C:13](=[CH:14][CH:15]=[C:16]([C:23]([O:25][CH3:26])=[O:24])[CH:17]=3)[N:12]=2)=[CH:7][CH:6]=1)(=[O:4])=[O:3].Cl.CN.[CH:30]([N:33](CC)C(C)C)(C)C>ClCCl>[CH3:21][C:20]1([CH3:22])[CH2:19][C:18]2[C:13](=[CH:14][CH:15]=[C:16]([C:23]([O:25][CH3:26])=[O:24])[CH:17]=2)[N:12]=[C:11]1[C:8]1[CH:9]=[CH:10][C:5]([S:2](=[O:4])(=[O:3])[NH:33][CH3:30])=[CH:6][CH:7]=1 |f:1.2|. Procedure details: To a round bottom flask, a mixture of methyl 2-(4-(chlorosulfonyl)phenyl)-3,3-dimethyl-3,4-dihydroquinoline-6-carboxylate (396 mg, 1.0 mmol) in dichloromethane (10 mL) was added dropwise to a mixture of methylamine hydrochloride (68 mg, 1.0 mmol) and N,N-diisopropyl ethylamine (0.54 mL, 3.0 mmol) in dichloromethane (10 mL). The resultant mixture was allowed to stir at room temperature for 10 hours. The reaction mixture was washed by water several times, dried over anhydrous magnesium sulfate. Fi... Reactants: CN (methylamine), C([C@@H](O)C1=CC=CC=C1)(=O)OC (methyl (S)-mandelate). The product is C([C@@H](O)C1=CC=CC=C1)(=O)N ((S)-mandelamid). Reaction SMILES: C[NH2:2].[C:3]([O:13]C)(=O)[C@H:4]([C:6]1[CH:11]=[CH:10][CH:9]=[CH:8][CH:7]=1)[OH:5]>>[C:3]([NH2:2])(=[O:13])[C@H:4]([C:6]1[CH:11]=[CH:10][CH:9]=[CH:8][CH:7]=1)[OH:5]. Procedure: To a solution of methylamine (40% in water, 3.8 equivalents) is added, at ambient temperature, methyl (S)-mandelate (1.0 equivalent; commercially available), while keeping the temperature below 30° C. and stirred at ambient temperature until full conversion is achieved. Excess methylamine is removed by azeotropic distillation. Alternatively, after neutralisation with aqueous hydrochloric acid the aqueous solution is saturated with sodium chloride and extracted several times with dichloromethane.... Reactants: C([O-])([O-])=O.[Na+].[Na+] (sodium carbonate), ClC=1C=C2C(=CNC2=CC1)CCNC(C1=CC=C(C=C1)I)=O (N-(2-(5-chloro-1H-indol-3-yl)ethyl)-4-iodobenzamide), COC1=CC=C(C=C1)B(O)O (4-methoxyphenylboronic acid). Reagents/catalysts: C=1C=CC(=CC1)[P](C=2C=CC=CC2)(C=3C=CC=CC3)[Pd]([P](C=4C=CC=CC4)(C=5C=CC=CC5)C=6C=CC=CC6)([P](C=7C=CC=CC7)(C=8C=CC=CC8)C=9C=CC=CC9)[P](C=1C=CC=CC1)(C=1C=CC=CC1)C=1C=CC=CC1 (tetrakis(triphenylphosphine)palladium). The solvent is C(OC)COC (dimethoxyethane), O (water). The product is eluent, ClC=1C=C2C(=CNC2=CC1)CCNC(=O)C1=CC=C(C=C1)C1=CC=C(C=C1)OC (N-(2-(5-chloro-1H-indol-3-yl)ethyl)-4′-methoxybiphenyl-4-carboxamide). Isolated yield 66.0%. As a reaction SMILES: [Cl:1][C:2]1[CH:3]=[C:4]2[C:8](=[CH:9][CH:10]=1)[NH:7][CH:6]=[C:5]2[CH2:11][CH2:12][NH:13][C:14](=[O:22])[C:15]1[CH:20]=[CH:19][C:18](I)=[CH:17][CH:16]=1.[CH3:23][O:24][C:25]1[CH:30]=[CH:29][C:28](B(O)O)=[CH:27][CH:26]=1.C(=O)([O-])[O-].[Na+].[Na+]>C(COC)OC.O.C1C=CC([P]([Pd]([P](C2C=CC=CC=2)(C2C=CC=CC=2)C2C=CC=CC=2)([P](C2C=CC=CC=2)(C2C=CC=CC=2)C2C=CC=CC=2)[P](C2C=CC=CC=2)(C2C=CC=CC=2)C2C=CC=CC=2)(C2C=CC=CC=2)C2C=CC=CC=2)=CC=1>[Cl:1][C:2]1[CH:3]=[C:4]2[C:8](=[CH:9][CH:10]=1)[NH:7][CH:6]=[C:5]2[CH2:11][CH2:12][NH:13][C:14]([C:15]1[CH:20]=[CH:19][C:18]([C:28]2[CH:29]=[CH:30][C:25]([O:24][CH3:23])=[CH:26][CH:27]=2)=[CH:17][CH:16]=1)=[O:22] |f:2.3.4,^1:50,52,71,90|. Reported procedure: N-(2-(5-chloro-1H-indol-3-yl)ethyl)-4′-methoxybiphenyl-4-carboxamide was prepared according to method B with N-(2-(5-chloro-1H-indol-3-yl)ethyl)-4-iodobenzamide (0.075 g; 0.176 mmol), 4-methoxyphenylboronic acid (0.028 g; 0.180 mmol), tetrakis(triphenylphosphine)palladium (0.010 g; 0.009 mmol), sodium carbonate (0.037 g; 0.353 mmol), in dimethoxyethane (3 mL) and water (1 mL), irradiated in a microwave oven at 130° C. for 15 minutes. Flash chromatography on silica gel (eluent 2 to 20% ethyl acet...